From a dataset of the Open Reaction Database (ORD), a public repository of structured organic reaction records. describe an organic reaction: reactants, conditions, products, and yield Reactants: OC1=CC=C(C(=O)OC)C=C1 (methyl 4-hydroxybenzoate), TEA, FC1=CC=C(C=C1)B(O)O (4-fluorophenyl boronic acid). Reagents/catalysts: C(C)(=O)[O-].[Cu+2].C(C)(=O)[O-] (copper(II) acetate). The solvent is C(Cl)Cl (CH2Cl2). Run at time 16 hour. Yields the product FC1=CC=C(OC2=CC=C(C(=O)O)C=C2)C=C1 (4-(4-fluorophenoxy)benzoic acid). The yield is 91.9%. RXN SMILES: [F:1][C:2]1[CH:7]=[CH:6][C:5](B(O)O)=[CH:4][CH:3]=1.[OH:11][C:12]1[CH:21]=[CH:20][C:15]([C:16]([O:18]C)=[O:17])=[CH:14][CH:13]=1>C([O-])(=O)C.[Cu+2].C([O-])(=O)C.C(Cl)Cl>[F:1][C:2]1[CH:7]=[CH:6][C:5]([O:11][C:12]2[CH:21]=[CH:20][C:15]([C:16]([OH:18])=[O:17])=[CH:14][CH:13]=2)=[CH:4][CH:3]=1 |f:2.3.4|. Reported procedure: To a flask with 4-fluorophenyl boronic acid (2.1 g, 15 mmol), copper(II) acetate (1.4 g, 7.5 mmol), activated powdered molecular sieves (approximately 2 g), and methyl 4-hydroxybenzoate (1.2 g, 7.5 mmol) is added TEA (5.2 mL, 38 mmol) followed by CH2Cl2 (75 mL). The reaction is stirred for 16 hours at room temperature with air bubbling through it. The reaction mixture is diluted with CH2Cl2 and filtered through silica gel. The silica gel is washed with EtOAc-heptane. The solution is concentrated... Starting materials: C(C)(=O)OCC1=CC=C(C=C1)C1=CC=C(C=C1)COC(C)=O (4,4'-Bis(acetoxymethyl)biphenyl), [OH-].[Na+] (sodium hydroxide), aqueous solution. The solvent is C(C)O (ethanol). Product: OCC1=CC=C(C=C1)C1=CC=C(C=C1)CO (4,4'-Bis(hydroxymethyl)biphenyl). The yield is 80.0%. As a reaction SMILES: C([O:4][CH2:5][C:6]1[CH:11]=[CH:10][C:9]([C:12]2[CH:17]=[CH:16][C:15]([CH2:18][O:19]C(=O)C)=[CH:14][CH:13]=2)=[CH:8][CH:7]=1)(=O)C.[OH-].[Na+]>C(O)C>[OH:4][CH2:5][C:6]1[CH:7]=[CH:8][C:9]([C:12]2[CH:17]=[CH:16][C:15]([CH2:18][OH:19])=[CH:14][CH:13]=2)=[CH:10][CH:11]=1 |f:1.2|. Procedure details: 0.1 moles 4,4'bis(acetoxymethyl)biphenyl (prepared by method C above), 0.4 mole sodium hydroxide as 23 percent aqueous solution and 50 mls ethanol were refluxed for 3 hours with stirring. The reaction mixture was filtered and the precipitate washed with water and dried to yield 0.08 moles product=80 percent of theory. m.p. 195°-97° C. Reactants: [H-].[Na+] (sodium hydride), C(CC#N)#N (malononitrile), C1(=CC=CC=C1)CC(=O)Cl (2-phenylacetyl chloride), O (water). Solvent: O1CCCC1 (tetrahydrofuran), O1CCCC1 (tetrahydrofuran), O1CCCC1 (tetrahydrofuran). Reaction conditions: temperature 0 celsius, time 1 hour. Yields the product OC(CC1=CC=CC=C1)=C(C#N)C#N ((1-hydroxy-2-phenylethylidene)methane-1,1-dicarbonitrile), crude product. As a reaction SMILES: [H-].[Na+].[C:3](#[N:7])[CH2:4][C:5]#[N:6].[C:8]1([CH2:14][C:15](Cl)=[O:16])[CH:13]=[CH:12][CH:11]=[CH:10][CH:9]=1.O>O1CCCC1>[OH:16][C:15](=[C:4]([C:3]#[N:7])[C:5]#[N:6])[CH2:14][C:8]1[CH:13]=[CH:12][CH:11]=[CH:10][CH:9]=1 |f:0.1|. Procedure: A suspension of sodium hydride (12.5 g) in tetrahydrofuran (188 mL) was cooled to 0° C. A solution of malononitrile (10.3 g) in tetrahydrofuran (65 mL) was added dropwise thereto over a period of 1 hour. After stirring the reaction mixture at room temperature for 1 hour, it was again cooled to 0° C., and then a solution of 2-phenylacetyl chloride (24.2 g) in tetrahydrofuran (52 mL) was added dropwise thereto over a period of 80 minutes. After stirring the reaction mixture at room temperature for... The reactants are BrC1=CC=CC=2CN(CCOC21)C(=O)OC(C)(C)C (tert-butyl 9-bromo-2,3-dihydro-1,4-benzoxazepine-4(5H)-carboxylate), O (water), O1C(=CC=C1)B(O)O (2-furanboronic acid). The reagents and catalysts are C=1C=CC(=CC1)[P](C=2C=CC=CC2)(C=3C=CC=CC3)[Pd]([P](C=4C=CC=CC4)(C=5C=CC=CC5)C=6C=CC=CC6)([P](C=7C=CC=CC7)(C=8C=CC=CC8)C=9C=CC=CC9)[P](C=1C=CC=CC1)(C=1C=CC=CC1)C=1C=CC=CC1 (tetrakis(triphenylphosphine)palladium(0)). The solvent is C(C)O (ethanol), C([O-])([O-])=O.[Na+].[Na+] (sodium carbonate), C1(=CC=CC=C1)C (toluene). The product is O1C(=CC=C1)C1=CC=CC=2CN(CCOC21)C(=O)OC(C)(C)C (tert-butyl 9-(2-furyl)-2,3-dihydro-1,4-benzoxazepine-4(5H)-carboxylate). Isolated yield 78.6%. As a reaction SMILES: Br[C:2]1[C:12]2[O:11][CH2:10][CH2:9][N:8]([C:13]([O:15][C:16]([CH3:19])([CH3:18])[CH3:17])=[O:14])[CH2:7][C:6]=2[CH:5]=[CH:4][CH:3]=1.[O:20]1[CH:24]=[CH:23][CH:22]=[C:21]1B(O)O.O>C(O)C.C(=O)([O-])[O-].[Na+].[Na+].C1(C)C=CC=CC=1.C1C=CC([P]([Pd]([P](C2C=CC=CC=2)(C2C=CC=CC=2)C2C=CC=CC=2)([P](C2C=CC=CC=2)(C2C=CC=CC=2)C2C=CC=CC=2)[P](C2C=CC=CC=2)(C2C=CC=CC=2)C2C=CC=CC=2)(C2C=CC=CC=2)C2C=CC=CC=2)=CC=1>[O:20]1[CH:24]=[CH:23][CH:22]=[C:21]1[C:2]1[C:12]2[O:11][CH2:10][CH2:9][N:8]([C:13]([O:15][C:16]([CH3:19])([CH3:18])[CH3:17])=[O:14])[CH2:7][C:6]=2[CH:5]=[CH:4][CH:3]=1 |f:4.5.6,^1:48,50,69,88|. Procedure: A mixture of tert-butyl 9-bromo-2,3-dihydro-1,4-benzoxazepine-4(5H)-carboxylate (200 mg, 0.605 mmol), a solution of 2-furanboronic acid (102 mg, 0.912 mmol) in ethanol (0.7 ml), 2N aqueous sodium carbonate solution (2.5 ml), and tetrakis(triphenylphosphine)palladium(0) (84.0 mg, 0.0730 mmol) in toluene (5 ml) was stirred under a nitrogen atmosphere at 95° C. for 12 hr. The reaction mixture was poured into water, and the mixture was extracted with ethyl acetate. The extract was washed with water,... Starting materials: CC1=CC=CC(=N1)C(=O)O (6 -methyl-2-pyridylcarboxylic acid), C(C(=O)Cl)(=O)Cl (oxalyl chloride), [Al+3].[Cl-].[Cl-].[Cl-] (AlCl3). Solvent: C1=CC=CC=C1 (benzene). Reaction conditions: time 1 hour. The product is C(C1=CC=CC=C1)(=O)C1=CC=CC(=N1)C (6-benzoyl-2-methylpyridine). As a reaction SMILES: [CH3:1][C:2]1[N:7]=[C:6]([C:8]([OH:10])=O)[CH:5]=[CH:4][CH:3]=1.[C:11](Cl)(=O)[C:12](Cl)=O.[Al+3].[Cl-].[Cl-].[Cl-]>C1C=CC=CC=1>[C:8]([C:6]1[N:7]=[C:2]([CH3:1])[CH:3]=[CH:4][CH:5]=1)(=[O:10])[C:12]1[CH:11]=[CH:4][CH:3]=[CH:2][CH:1]=1 |f:2.3.4.5|. Procedure: To 15 g of 6 -methyl-2-pyridylcarboxylic acid (122 mmol) in 200 ml benzene is added dropwise 19.1 g (150 mmol) oxalyl chloride (dissolved in 30 ml benzene) with ice bath cooling. After 1 hr, solvent and excess chloride are removed. Concentrate is taken up in 100 ml benzene, cooled to ~10° & 175 mmol AlCl3 added. The solution is heated to 25° for 1 hour, then heated to reflux for 2 hours, and finally cooled and stirred overnight. The mixture is poured onto ice/conc. HCl, then washed with ether. F... The reactants are O=C(n1ccnc1)n1ccnc1, CNC(=O)C(N)Cc1ccccc1, Cl, C1CCOC1, CC(C)CCNCCO, c1c[nH]cn1. The product is CNC(=O)C(Cc1ccccc1)NC(=O)N(CCO)CCC(C)C. RXN SMILES: [C:15](=[O:16])([n:17]1[cH:18][cH:19][n:20][cH:21]1)[n:22]1[cH:23][cH:24][n:25][cH:26]1.[CH3:2][NH:3][C:4]([CH:5]([NH2:6])[CH2:7][c:8]1[cH:9][cH:10][cH:11][cH:12][cH:13]1)=[O:14].[ClH:1].[O:41]1[CH2:42][CH2:43][CH2:44][CH2:45]1.[OH:32][CH2:33][CH2:34][NH:35][CH2:36][CH2:37][CH:38]([CH3:39])[CH3:40].[nH:27]1[cH:28][cH:29][n:30][cH:31]1>>[CH3:2][NH:3][C:4]([CH:5]([NH:6][C:15](=[O:16])[N:35]([CH2:34][CH2:33][OH:32])[CH2:36][CH2:37][CH:38]([CH3:39])[CH3:40])[CH2:7][c:8]1[cH:9][cH:10][cH:11][cH:12][cH:13]1)=[O:14]. The reactants are FC1=CC2=C(C(=NS2)C)C=C1 (6-fluoro-3-methyl-1,2-benzisothiazole), BrN1C(CCC1=O)=O (N-bromosuccinimide), C(C1=CC=CC=C1)(=O)OOC(C1=CC=CC=C1)=O (benzoyl peroxide), C(Cl)(Cl)(Cl)Cl (CCl4). Product: C(Cl)Cl.CCCC(C)C (DCM isohexane), BrCC1=NSC2=C1C=CC(=C2)F (3-Bromomethyl-6-fluoro-1,2-benzisothiazole). The yield is 51.0%. RXN SMILES: [F:1][C:2]1[CH:11]=[CH:10][C:5]2[C:6]([CH3:9])=[N:7][S:8][C:4]=2[CH:3]=1.[Br:12]N1C(=O)CCC1=O.C(OOC(=O)C1C=CC=CC=1)(=O)C1C=CC=CC=1.[C:38](Cl)(Cl)([Cl:40])[Cl:39]>>[CH2:38]([Cl:40])[Cl:39].[CH3:2][CH2:3][CH2:4][CH:5]([CH3:10])[CH3:6].[Br:12][CH2:9][C:6]1[C:5]2[CH:10]=[CH:11][C:2]([F:1])=[CH:3][C:4]=2[S:8][N:7]=1 |f:4.5|. Procedure details: A mixture of 6-fluoro-3-methyl-1,2-benzisothiazole [prepared by the method of D. M. Fink and J. T. Strupczewski, Tetrahedron Lett., 1993, 34, 6525] (761 mg, 4.55 mmol), N-bromosuccinimide (0.89 g, 5.0 mmol) and benzoyl peroxide (102 mg (70% (w/w)), 0.29 mmol) in CCl4 (25 mL) was heated at reflux under nitrogen for 6 h. The mixture was allowed to cool and filtered under suction. The filtrate was concentrated and the residue purified by flash silica chromatography, eluting with 1:2 then 1:1 DCM/is... The reactants are C(=O)[O-].[NH4+] (ammonium formate), CC(=O)NC=1C=CC(=CC1)O (acetaminophen), amino, C1=CC(=CC=C1[N+](=O)[O-])O (p-Nitrophenol), COOCCOC (methoxyethoxy methyl ether), Pd--C. The solvent is C(C)O (ethanol). Product: COCCOCOC1=CC=C(C=C1)N (4-[(2-methoxyethoxy)methoxy]benzenamine). RXN SMILES: CC([NH:4][C:5]1[CH:6]=[CH:7][C:8]([OH:11])=[CH:9][CH:10]=1)=O.[CH:12]1C([N+]([O-])=O)=CC=C(O)C=1.CO[O:24][CH2:25][CH2:26][O:27][CH3:28].C([O-])=O.[NH4+]>C(O)C>[CH3:28][O:27][CH2:26][CH2:25][O:24][CH2:12][O:11][C:8]1[CH:9]=[CH:10][C:5]([NH2:4])=[CH:6][CH:7]=1 |f:3.4|. Procedure details: For the synthesis of an acetaminophen FP tracer having an acyclic linker, p-Nitrophenol was protected as a methoxyethoxy methyl ether (FIG. 6). The nitro group was reduced to an amino in the presence of ammonium formate and 10% Pd--C in ethanol to yield 4-[(2-methoxyethoxy)methoxy]benzenamine (22). The amino group was succinylated and the acid derivative produced was coupled to 4'-aminomethylfluorescein. Deprotection of the methoxyethoxy ether (27) in the presence of trifluoroacetic acid yielded... Reactants: C[O-].[Na+] (sodium methoxide), BrC1=CC(=C(C=C1)NC1CN(C1)C)[N+](=O)[O-] ((4-bromo-2-nitro-phenyl)-(1-methyl-azetidin-3-yl)-amine), FC=1C=CC/2=C(OCC3=C(\C2=C/B2OC(C(O2)(C)C)(C)C)C=CC=C3F)C1 ((E)-3,7-difluoro-11-(4,4,5,5-tetramethyl-[1,3,2]dioxaborolan-2-ylmethylene)-6,11-dihydro-dibenzo[b,e]oxepine), O1CCCC1 (tetrahydrofuran). Reagents/catalysts: C=1C=CC(=CC1)[P](C=2C=CC=CC2)(C=3C=CC=CC3)[Pd]([P](C=4C=CC=CC4)(C=5C=CC=CC5)C=6C=CC=CC6)([P](C=7C=CC=CC7)(C=8C=CC=CC8)C=9C=CC=CC9)[P](C=1C=CC=CC1)(C=1C=CC=CC1)C=1C=CC=CC1 (tetrakis(triphenylphosphine)palladium). Solvent: CO (methanol), C(C)(=O)OCC (ethyl acetate). Product: FC=1C=CC\2=C(OCC3=C(/C2=C\C2=CC(=C(C=C2)NC2CN(C2)C)[N+](=O)[O-])C=CC=C3F)C1 ([4-((E)-3,7-Difluoro-6H-dibenzo[b,e]oxepin-11-ylidenemethyl)-2-nitro-phenyl]-(1-methyl-azetidin-3-yl)-amine). The yield is 118.3%. As a reaction SMILES: Br[C:2]1[CH:7]=[CH:6][C:5]([NH:8][CH:9]2[CH2:12][N:11]([CH3:13])[CH2:10]2)=[C:4]([N+:14]([O-:16])=[O:15])[CH:3]=1.[F:17][C:18]1[CH:19]=[CH:20][C:21]2=[C:22]([CH:43]=1)[O:23][CH2:24][C:25]1[C:41]([F:42])=[CH:40][CH:39]=[CH:38][C:26]=1/[C:27]/2=[CH:28]\B1OC(C)(C)C(C)(C)O1.O1CCCC1.C[O-].[Na+]>CO.C(OCC)(=O)C.C1C=CC([P]([Pd]([P](C2C=CC=CC=2)(C2C=CC=CC=2)C2C=CC=CC=2)([P](C2C=CC=CC=2)(C2C=CC=CC=2)C2C=CC=CC=2)[P](C2C=CC=CC=2)(C2C=CC=CC=2)C2C=CC=CC=2)(C2C=CC=CC=2)C2C=CC=CC=2)=CC=1>[F:17][C:18]1[CH:19]=[CH:20][C:21]2=[C:22]([CH:43]=1)[O:23][CH2:24][C:25]1[C:41]([F:42])=[CH:40][CH:39]=[CH:38][C:26]=1/[C:27]/2=[CH:28]\[C:2]1[CH:7]=[CH:6][C:5]([NH:8][CH:9]2[CH2:12][N:11]([CH3:13])[CH2:10]2)=[C:4]([N+:14]([O-:16])=[O:15])[CH:3]=1 |f:3.4,^1:63,65,84,103|. Reported procedure: Purge with nitrogen for five min a mixture of (4-bromo-2-nitro-phenyl)-(1-methyl-azetidin-3-yl)-amine (709 μmol, 203 mg), (E)-3,7-difluoro-11-(4,4,5,5-tetramethyl-[1,3,2]dioxaborolan-2-ylmethylene)-6,11-dihydro-dibenzo[b,e]oxepine (723 μmol, 268 mg) in methanol (1.0 mL)/tetrahydrofuran (3.0 mL) (1:3 solvent ratio) in a sealed tube. Add sodium methoxide (1.42 mmol, 77 mg), tetrakis(triphenylphosphine)palladium (35 μmol, 41 mg) and heat at 70° C. overnight. Dilute with ethyl acetate, wash with 10%... Reactants: Fc1cccc(COc2ccc(Nc3ncnc4sc5cc(CCBr)ccc5c34)cc2Cl)c1, [I-], [Na+], [Na+], [Na+], O=C([O-])[O-], CN(C)C=O, c1c[nH]cn1. Product: Fc1cccc(COc2ccc(Nc3ncnc4sc5cc(CCn6ccnc6)ccc5c34)cc2Cl)c1. As a reaction SMILES: [Br:1][CH2:2][CH2:3][c:4]1[cH:5][c:6]2[c:7]([cH:8][cH:9]1)[c:10]1[c:11]([n:12][cH:13][n:14][c:15]1[NH:16][c:17]1[cH:18][c:19]([Cl:32])[c:20]([O:23][CH2:24][c:25]3[cH:26][c:27]([F:31])[cH:28][cH:29][cH:30]3)[cH:21][cH:22]1)[s:33]2.[I-:35].[Na+:34].[Na+:36].[Na+:37].[O-:38][C:39](=[O:40])[O-:41].[O:47]=[CH:48][N:49]([CH3:50])[CH3:51].[nH:42]1[cH:43][n:44][cH:45][cH:46]1>>[CH2:2]([CH2:3][c:4]1[cH:5][c:6]2[c:7]([cH:8][cH:9]1)[c:10]1[c:11]([n:12][cH:13][n:14][c:15]1[NH:16][c:17]1[cH:18][c:19]([Cl:32])[c:20]([O:23][CH2:24][c:25]3[cH:26][c:27]([F:31])[cH:28][cH:29][cH:30]3)[cH:21][cH:22]1)[s:33]2)[n:42]1[cH:43][n:44][cH:45][cH:46]1.